Task: describe an organic reaction: reactants, conditions, products, and yield. Dataset: the Open Reaction Database (ORD), a public repository of structured organic reaction records Starting materials: CS(C)=O, O=[N+]([O-])c1ccc2c(C3=CCNCC3)c[nH]c2c1, c1cc(OCC2CO2)c2cc[nH]c2c1. Product: O=[N+]([O-])c1ccc2c(C3=CCN(CC(O)COc4cccc5[nH]ccc45)CC3)c[nH]c2c1. RXN SMILES: [CH3:33][S:34]([CH3:35])=[O:36].[N+:1](=[O:2])([O-:3])[c:4]1[cH:5][cH:6][c:7]2[c:8]([C:13]3=[CH:18][CH2:17][NH:16][CH2:15][CH2:14]3)[cH:9][nH:10][c:11]2[cH:12]1.[O:19]1[CH:20]([CH2:22][O:23][c:24]2[c:25]3[cH:26][cH:27][nH:28][c:29]3[cH:30][cH:31][cH:32]2)[CH2:21]1>>[N+:1](=[O:2])([O-:3])[c:4]1[cH:5][cH:6][c:7]2[c:8]([C:13]3=[CH:18][CH2:17][N:16]([CH2:21][CH:20]([OH:19])[CH2:22][O:23][c:24]4[c:25]5[cH:26][cH:27][nH:28][c:29]5[cH:30][cH:31][cH:32]4)[CH2:15][CH2:14]3)[cH:9][nH:10][c:11]2[cH:12]1. The reactants are C(C)OC=C(C(=O)OCC)C(C1=C(C(=C(C(=C1[N+](=O)[O-])F)F)Cl)F)=O (ethyl 3-ethoxy-2-(3-chloro-2,4,5-trifluoro-6-nitrobenzoyl)acrylate), ClC=1C(=C(C(=O)CC(=O)OCC)C(=C(C1F)F)[N+](=O)[O-])F (ethyl 3-chloro-2,4,5-trifluoro-6-nitrobenzoylacetate), NC1=NC(=C(C=C1F)F)NC(C)(C)C (2-amino-3,5-difluoro-6-t-butylaminopyridine). Solvent: C(Cl)(Cl)Cl (chloroform). Reaction conditions: temperature 90 celsius, time 5 minute. Yields the product C(C)(C)(C)NC1=C(C=C(C(=N1)N1C=C(C(C2=C(C(=C(C(=C12)Cl)F)F)[N+](=O)[O-])=O)C(=O)OCC)F)F (ethyl 1-(6-t-butylamino-3,5-difluoropyridine-2-yl)-8-chloro-6,7-difluoro-5-nitro-4-oxo-1,4-dihydroquinoline-3-carboxylate). Reaction SMILES: C(O[CH:4]=[C:5]([C:11](=[O:25])[C:12]1[C:17]([N+:18]([O-:20])=[O:19])=[C:16]([F:21])[C:15]([F:22])=[C:14]([Cl:23])[C:13]=1F)[C:6]([O:8][CH2:9][CH3:10])=[O:7])C.ClC1C(F)=C(C([N+]([O-])=O)=C(F)C=1F)C(CC(OCC)=O)=O.[NH2:47][C:48]1[C:53]([F:54])=[CH:52][C:51]([F:55])=[C:50]([NH:56][C:57]([CH3:60])([CH3:59])[CH3:58])[N:49]=1>C(Cl)(Cl)Cl>[C:57]([NH:56][C:50]1[N:49]=[C:48]([N:47]2[C:13]3[C:12](=[C:17]([N+:18]([O-:20])=[O:19])[C:16]([F:21])=[C:15]([F:22])[C:14]=3[Cl:23])[C:11](=[O:25])[C:5]([C:6]([O:8][CH2:9][CH3:10])=[O:7])=[CH:4]2)[C:53]([F:54])=[CH:52][C:51]=1[F:55])([CH3:60])([CH3:58])[CH3:59]. Procedure details: To 10 ml of chloroform solution of ethyl 3-ethoxy-2-(3-chloro-2,4,5-trifluoro-6-nitrobenzoyl)acrylate prepared from 3.25 g of ethyl 3-chloro-2,4,5-trifluoro-6-nitrobenzoylacetate by normal process was added 2.14 g of 2-amino-3,5-difluoro-6-t-butylaminopyridine. The solution was concentrated under reduced pressure, and to the residue were added 2.7 g of anhydrous potassium carbonate and 10 ml of N,N-dimethylformamide, and the mixture was stirred at 90° C. for 5 minutes and allowed to cool. The so... Reactants: C(C)OC(C(C)SC1=CN=C(S1)NC(=O)N(C1=CC(=CC=C1)C(NC)=O)CC1CCCC1)=O ({2-[3-cyclopentylmethyl-3-(3-methylcarbamoyl-phenyl)-ureido]-thiazol-5-ylsulfanyl}-propionic acid ethyl ester), C(C)OC(C(C)SC1=CN=C(S1)N)=O ((2-amino-thiazol-5-ylsulfanyl) propionic acid ethyl ester), C1(CCCC1)CN(C(NC=1SC=C(N1)CC(=O)O)=O)C1=CC=C(C=C1)S(=O)(=O)C ({2-[3-cyclopentylmethyl-3-(4-methanesulfonyl-phenyl)-ureido]-thiazol-4-yl}-acetic acid), C1(CCCC1)CNC=1C=C(C(=O)NC)C=CC1 (3-(cyclopentylmethyl-amino)-N-methyl-benzamide). Product: C1(CCCC1)CN(C(NC=1SC(=CN1)SCCC(=O)O)=O)C1=CC(=CC=C1)C(NC)=O (3-{2-[3-Cyclopentylmethyl-3-(3-methylcarbamoyl-phenyl)-ureido]-thiazol-5-ylsulfanyl}-propionic acid). As a reaction SMILES: C(OC(=O)C([S:7][C:8]1[S:12][C:11]([NH:13][C:14]([N:16]([CH2:27][CH:28]2[CH2:32][CH2:31][CH2:30][CH2:29]2)[C:17]2[CH:22]=[CH:21][CH:20]=[C:19]([C:23](=[O:26])[NH:24][CH3:25])[CH:18]=2)=[O:15])=[N:10][CH:9]=1)C)C.C1(CN(C2C=CC(S(C)(=O)=O)=CC=2)C(=O)NC2SC=[C:46]([CH2:48][C:49]([OH:51])=[O:50])N=2)CCCC1.C1(CNC2C=C(C=CC=2)C(NC)=O)CCCC1.C(OC(=O)C(SC1SC(N)=NC=1)C)C>>[CH:28]1([CH2:27][N:16]([C:17]2[CH:22]=[CH:21][CH:20]=[C:19]([C:23](=[O:26])[NH:24][CH3:25])[CH:18]=2)[C:14](=[O:15])[NH:13][C:11]2[S:12][C:8]([S:7][CH2:46][CH2:48][C:49]([OH:51])=[O:50])=[CH:9][N:10]=2)[CH2:32][CH2:31][CH2:30][CH2:29]1. Procedure: The title compound was prepared via {2-[3-cyclopentylmethyl-3-(3-methylcarbamoyl-phenyl)-ureido]-thiazol-5-ylsulfanyl}-propionic acid ethyl ester in a similar manner as described for the synthesis of {2-[3-cyclopentylmethyl-3-(4-methanesulfonyl-phenyl)-ureido]-thiazol-4-yl}-acetic acid, using 3-(cyclopentylmethyl-amino)-N-methyl-benzamide and (2-amino-thiazol-5-ylsulfanyl) propionic acid ethyl ester The reactants are C(CCC)C1=CC=C(C=C1)C(C=O)=COCC (2-(4-n-butylphenyl)-3-ethoxy-acrolein), Cl.C(N)(=N)C1=CC=C(C(=O)N)C=C1 (4-amidinobenzoic acid amide hydrochloride), C[O-].[Na+] (sodium methylate). Run in CO (methanol). Yields the product C(CCC)C1=CC=C(C=C1)C=1C=NC(=NC1)C1=CC=C(C(=O)N)C=C1 (4-[5-(4-n-butylphenyl)-2-pyrimidinyl] benzoic acid amide). Reaction SMILES: [CH2:1]([C:5]1[CH:10]=[CH:9][C:8]([C:11](=[CH:14]OCC)[CH:12]=O)=[CH:7][CH:6]=1)[CH2:2][CH2:3][CH3:4].Cl.[C:19]([C:22]1[CH:30]=[CH:29][C:25]([C:26]([NH2:28])=[O:27])=[CH:24][CH:23]=1)(=[NH:21])[NH2:20].C[O-].[Na+]>CO>[CH2:1]([C:5]1[CH:6]=[CH:7][C:8]([C:11]2[CH:12]=[N:20][C:19]([C:22]3[CH:30]=[CH:29][C:25]([C:26]([NH2:28])=[O:27])=[CH:24][CH:23]=3)=[N:21][CH:14]=2)=[CH:9][CH:10]=1)[CH2:2][CH2:3][CH3:4] |f:1.2,3.4|. Procedure details: 74.2 G. of 2-(4-n-butylphenyl)-3-ethoxy-acrolein, 77.8 g. of the 4-amidinobenzoic acid amide hydrochloride described earlier and 0.546 mol of sodium methylate (obtained by dissolving 12.55 g. of sodium metal in methanol) are suspended in 2500 ml. of methanol and stirred overnight at room temperature under an atmosphere of nitrogen. The yellow suspension is subsequently removed by filtration, washed with a small amount of ethanol and suspended in 4 liters of ether for further purification. The su... Starting materials: C(#N)N=C(OC(C)C)C=1C=NC=CC1 (Isopropyl N-cyano-3-pyridinecarboximidate), ClC1=C(C=CC=C1)CCN (2-(2-chlorophenyl)ethylamine). Solvent: CO (methanol). Reaction conditions: time 7 hour. Product: C(#N)NC(=NCCC1=C(C=CC=C1)Cl)C=1C=NC=CC1 (N-cyano-N'-[2-(2-chlorophenyl)ethyl]-3-pyridinecarboximidamide). The yield is 76.9%. Reaction SMILES: [C:1]([N:3]=[C:4]([C:9]1[CH:10]=[N:11][CH:12]=[CH:13][CH:14]=1)OC(C)C)#[N:2].[Cl:15][C:16]1[CH:21]=[CH:20][CH:19]=[CH:18][C:17]=1[CH2:22][CH2:23][NH2:24]>CO>[C:1]([NH:3][C:4]([C:9]1[CH:10]=[N:11][CH:12]=[CH:13][CH:14]=1)=[N:24][CH2:23][CH2:22][C:17]1[CH:18]=[CH:19][CH:20]=[CH:21][C:16]=1[Cl:15])#[N:2]. Reported procedure: Isopropyl N-cyano-3-pyridinecarboximidate (0.50 g, 2.6 mmol) was dissolved in methanol (10 ml), and 2-(2-chlorophenyl)ethylamine (0.45 g, 2.9 mmol) was added. The mixture was stirred at room temperature for 7 hours. After the reaction was completed, the reaction solution was concentrated under reduced pressure. The residual concentrate was subjected to chromatography on a silica gel column (WAKO GEL C-200, 30 g) eluting with chloroform-methanol (100:1). The eluted fraction were concentrated unde... Starting materials: CN=C=S (methyl isothiocyanate), Cl.NCC(=O)C1=CC(=C(C(=C1)C(C)(C)C)O)C(C)(C)C (4-(2-aminoacetyl)-2,6-di-tert-butylphenol hydrochloride). Run in N1=CC=CC=C1 (pyridine). The product is C(C)(C)(C)C=1C=C(C=C(C1O)C(C)(C)C)C1=CN=C(N1C)S (5-(3,5-di-tert-butyl-4-hydroxyphenyl)-2-mercapto-1-methylimidazole). Yield: 18.8%. RXN SMILES: [CH3:1][N:2]=[C:3]=[S:4].Cl.[NH2:6][CH2:7][C:8]([C:10]1[CH:15]=[C:14]([C:16]([CH3:19])([CH3:18])[CH3:17])[C:13]([OH:20])=[C:12]([C:21]([CH3:24])([CH3:23])[CH3:22])[CH:11]=1)=O>N1C=CC=CC=1>[C:21]([C:12]1[CH:11]=[C:10]([C:8]2[N:2]([CH3:1])[C:3]([SH:4])=[N:6][CH:7]=2)[CH:15]=[C:14]([C:16]([CH3:19])([CH3:18])[CH3:17])[C:13]=1[OH:20])([CH3:24])([CH3:23])[CH3:22] |f:1.2|. Procedure details: After stirring a mixture of 100 ml of pyridine, 6 g of methyl isothiocyanate, and 3 g of 4-(2-aminoacetyl)-2,6-di-tert-butylphenol hydrochloride at room temperature for 2 hours, the resulted mixture was maintained at an inside temperature of 80°-90° C. for 1.5 hours. The reaction mixture was concentrated udner reduced pressure and then the residue was extracted with 100 ml of ethyl acetate. The extract was washed with diluted hydrochloric acid, dried, and concentrated under reduced pressure. The... The reactants are CCOC(C)=O, Cl, O, CCCC(NC(=O)OC(C)(C)C)C(O)c1ccccc1. Yields the product Cl, CCCC(N)C(O)c1ccccc1. RXN SMILES: [CH3:23][CH2:24][O:25][C:26](=[O:27])[CH3:28].[ClH:22].[OH2:21].[OH:1][CH:2]([CH:3]([CH2:4][CH2:5][CH3:6])[NH:7][C:8](=[O:9])[O:10][C:11]([CH3:12])([CH3:13])[CH3:14])[c:15]1[cH:16][cH:17][cH:18][cH:19][cH:20]1>>[ClH:22].[OH:1][CH:2]([CH:3]([CH2:4][CH2:5][CH3:6])[NH2:7])[c:15]1[cH:16][cH:17][cH:18][cH:19][cH:20]1. Starting materials: C(C)C1C(CC(C(C(OC(C2CCCCN2C(C(C2(C(CC(C(C(CC(CC(=C1)C)C)OC)O2)OC)C)O)=O)=O)=O)C(=CC2CC(C(CC2)OCCOS(=O)(=O)C)OC)C)C)O[Si](C)(C)C(C)(C)C)=O (17-ethyl-1-hydroxy-14-(tert-butyldimethylsiloxy)-12-[2'-(4"-(2"'-methanesulfonyloxyethyloxy)-3"-methoxycyclohexyl)-1'-methylvinyl]-23,25-dimethoxy-13,19,21,27-tetramethyl-11,28-dioxa-4-azatricyclo[22.3.1.04,9 ]octacos-18-ene-2,3,10,16-tetraone), N1CCOCC1.[Na] (sodium morpholine), N1CCOCC1 (morpholine), [H-].[Na+] (sodium hydride). The solvent is O1CCCC1 (tetrahydofuran), O1CCCC1 (tetrahydrofuran). Conditions: temperature 70 celsius, time 6 hour. Yields the product [OH-].[NH4+] (ammonium hydroxide), C(C)C1C(CC(C(C(OC(C2CCCCN2C(C(C2(C(CC(C(C(CC(CC(=C1)C)C)OC)O2)OC)C)O)=O)=O)=O)C(=CC2CC(C(CC2)OCCN2CCOCC2)OC)C)C)O[Si](C)(C)C(C)(C)C)=O (17-Ethyl-1-hydroxy-14-(tert-butyldimethylsiloxy)-12-[2'-(4"-(2"'-morpholinoethyloxy)-3"-methoxycyclohexyl)-1 '-methylvinyl]-23,25-dimethoxy-13,19,21,27-tetramethyl-11,28-dioxa-4-azatricyclo[22.3.1.04,9 ]octacos-18-ene-2,3,10,16-tetraone). Yield: 2.0%. As a reaction SMILES: [CH2:1]([CH:3]1[CH:29]=[C:28]([CH3:30])[CH2:27][CH:26]([CH3:31])[CH2:25][CH:24]([O:32][CH3:33])[CH:23]2[O:34][C:19]([OH:38])([CH:20]([CH3:37])[CH2:21][CH:22]2[O:35][CH3:36])[C:18](=[O:39])[C:17](=[O:40])[N:16]2[CH:11]([CH2:12][CH2:13][CH2:14][CH2:15]2)[C:10](=[O:41])[O:9][CH:8]([C:42]([CH3:60])=[CH:43][CH:44]2[CH2:49][CH2:48][CH:47]([O:50][CH2:51][CH2:52]OS(C)(=O)=O)[CH:46]([O:58][CH3:59])[CH2:45]2)[CH:7]([CH3:61])[CH:6]([O:62][Si:63]([C:66]([CH3:69])([CH3:68])[CH3:67])([CH3:65])[CH3:64])[CH2:5][C:4]1=[O:70])[CH3:2].[NH:71]1[CH2:76][CH2:75][O:74][CH2:73][CH2:72]1.[Na].N1CCOCC1.[H-].[Na+]>O1CCCC1>[OH-:9].[NH4+:16].[CH2:1]([CH:3]1[CH:29]=[C:28]([CH3:30])[CH2:27][CH:26]([CH3:31])[CH2:25][CH:24]([O:32][CH3:33])[CH:23]2[O:34][C:19]([OH:38])([CH:20]([CH3:37])[CH2:21][CH:22]2[O:35][CH3:36])[C:18](=[O:39])[C:17](=[O:40])[N:16]2[CH:11]([CH2:12][CH2:13][CH2:14][CH2:15]2)[C:10](=[O:41])[O:9][CH:8]([C:42]([CH3:60])=[CH:43][CH:44]2[CH2:49][CH2:48][CH:47]([O:50][CH2:51][CH2:52][N:71]3[CH2:76][CH2:75][O:74][CH2:73][CH2:72]3)[CH:46]([O:58][CH3:59])[CH2:45]2)[CH:7]([CH3:61])[CH:6]([O:62][Si:63]([C:66]([CH3:67])([CH3:68])[CH3:69])([CH3:64])[CH3:65])[CH2:5][C:4]1=[O:70])[CH3:2] |f:1.2,4.5,7.8,^1:76|. Reported procedure: To a solution of 17-ethyl-1-hydroxy-14-(tert-butyldimethylsiloxy)-12-[2'-(4"-(2"'-methanesulfonyloxyethyloxy)-3"-methoxycyclohexyl)-1'-methylvinyl]-23,25-dimethoxy-13,19,21,27-tetramethyl-11,28-dioxa-4-azatricyclo[22.3.1.04,9 ]octacos-18-ene-2,3,10,16-tetraone (26.5 mg) in dry tetrahydofuran (0.3 mL) was added 200 μL of a sodium morpholine solution (prepared by addition of 10 μL morpholine to a suspension of 2.3 mg sodium hydride in 0.5 mL of tetrahydrofuran) and the mixture heated to 70° C. Aft... Reactants: BrCC1=CC=C(C=C1)OC(F)(F)F (1-(Bromomethyl)-4-(trifluoromethoxy)benzene), C(Cl)Cl (methylene chloride), C1(=CC=CC=C1)C(C1=CC=CC=C1)=NCC(=O)OC(C)(C)C (tert-butyl [(diphenylmethylene)amino]acetate), [OH-].[Na+] (sodium hydroxide). Reagents/catalysts: S(=O)(=O)(O)[O-].C(CCC)[N+](CCCC)(CCCC)CCCC (tetrabutylammonium hydrogen sulfate). The solvent is O (water). Run at time 1.5 hour. Product: C1(=CC=CC=C1)C(C1=CC=CC=C1)=NC(C(=O)OC(C)(C)C)CC1=CC=C(C=C1)OC(F)(F)F (Tert-Butyl 2-[(diphenylmethylene)amino]-3-[4-(trifluoromethoxy)phenyl]propanoate). Yield: 77.6%. RXN SMILES: Br[CH2:2][C:3]1[CH:8]=[CH:7][C:6]([O:9][C:10]([F:13])([F:12])[F:11])=[CH:5][CH:4]=1.C(Cl)Cl.[C:17]1([C:23](=[N:30][CH2:31][C:32]([O:34][C:35]([CH3:38])([CH3:37])[CH3:36])=[O:33])[C:24]2[CH:29]=[CH:28][CH:27]=[CH:26][CH:25]=2)[CH:22]=[CH:21][CH:20]=[CH:19][CH:18]=1.[OH-].[Na+]>S([O-])(O)(=O)=O.C([N+](CCCC)(CCCC)CCCC)CCC.O>[C:17]1([C:23](=[N:30][CH:31]([CH2:2][C:3]2[CH:8]=[CH:7][C:6]([O:9][C:10]([F:13])([F:12])[F:11])=[CH:5][CH:4]=2)[C:32]([O:34][C:35]([CH3:38])([CH3:37])[CH3:36])=[O:33])[C:24]2[CH:25]=[CH:26][CH:27]=[CH:28][CH:29]=2)[CH:18]=[CH:19][CH:20]=[CH:21][CH:22]=1 |f:3.4,5.6|. Procedure: 1-(Bromomethyl)-4-(trifluoromethoxy)benzene (1.23 mL, 7.7 mmol) and tetrabutylammonium hydrogen sulfate (2.85 g, 8.4 mmol) were added to a methylene chloride (50 mL) solution of tert-butyl [(diphenylmethylene)amino]acetate (compound described in J. Org. Chem., (1982), 47, 2663-2666, 2.07 g, 7.0 mmol) at room temperature according to the method described in the document (J. Org. Chem., (1995), 60, 601-607), and subsequently a 10% sodium hydroxide aqueous solution (21 mL) was added thereto. The mi...